From a dataset of the Open Reaction Database (ORD), a public repository of structured organic reaction records. describe an organic reaction: reactants, conditions, products, and yield Reactants: [Br-], SCc1ccccc1, C1CCNCC1, CC(=O)O, [K+], O=c1cc(O)cc(-c2ccccc2)o1. The product is O=c1oc(-c2ccccc2)cc(O)c1C(CC1CC1)SCc1ccccc1. RXN SMILES: [Br-:29].[CH2:15]([c:16]1[cH:17][cH:18][cH:19][cH:20][cH:21]1)[SH:22].[CH2:23]1[CH2:24][CH2:25][NH:26][CH2:27][CH2:28]1.[CH3:31][C:32](=[O:33])[OH:34].[K+:30].[OH:1][c:2]1[cH:3][c:4](=[O:14])[o:5][c:6](-[c:8]2[cH:9][cH:10][cH:11][cH:12][cH:13]2)[cH:7]1>>[OH:1][c:2]1[c:3]([CH:27]([S:22][CH2:15][c:16]2[cH:17][cH:18][cH:19][cH:20][cH:21]2)[CH2:28][CH:23]2[CH2:24][CH2:25]2)[c:4](=[O:14])[o:5][c:6](-[c:8]2[cH:9][cH:10][cH:11][cH:12][cH:13]2)[cH:7]1. The reactants are Clc1ccc(Cl)nn1, [Na+], [OH-], Oc1ccccc1. Product: Clc1ccc(Oc2ccccc2)nn1. Reaction SMILES: [Cl:1][c:2]1[n:3][n:4][c:5]([Cl:8])[cH:6][cH:7]1.[Na+:17].[OH-:16].[OH:9][c:10]1[cH:11][cH:12][cH:13][cH:14][cH:15]1>>[Cl:1][c:2]1[n:3][n:4][c:5]([O:9][c:10]2[cH:11][cH:12][cH:13][cH:14][cH:15]2)[cH:6][cH:7]1. Reactants: ClC=1C=C(CN2C(C3=C(C(N(C(=C3CC2)N(S(=O)(=O)C)C)C)=O)OC)=O)C=CC1F (N-[6-(3-chloro-4-fluorobenzyl)-4-methoxy-2-methyl-3,5-dioxo-2,3,5,6,7,8-hexahydro-2,6-naphthyridin-1-yl]-N-methylmethane-sulfonamide), C(C)OCC (diethyl ether). The solvent is Br (HBr), C(C)(=O)O (acetic acid). The product is ClC=1C=C(CN2C(C3=C(C(N(C(=C3CC2)N(S(=O)(=O)C)C)C)=O)O)=O)C=CC1F (N-[6-(3-Chloro-4-fluorobenzyl)-4-hydroxy-2-methyl-3,5-dioxo-2,3,5,6,7,8-hexahydro-2,6-naphthyridin-1-yl]-N-methylmethane-sulfonamide). As a reaction SMILES: [Cl:1][C:2]1[CH:3]=[C:4]([CH:27]=[CH:28][C:29]=1[F:30])[CH2:5][N:6]1[CH2:15][CH2:14][C:13]2[C:8](=[C:9]([O:24]C)[C:10](=[O:23])[N:11]([CH3:22])[C:12]=2[N:16]([CH3:21])[S:17]([CH3:20])(=[O:19])=[O:18])[C:7]1=[O:26].C(OCC)C>Br.C(O)(=O)C>[Cl:1][C:2]1[CH:3]=[C:4]([CH:27]=[CH:28][C:29]=1[F:30])[CH2:5][N:6]1[CH2:15][CH2:14][C:13]2[C:8](=[C:9]([OH:24])[C:10](=[O:23])[N:11]([CH3:22])[C:12]=2[N:16]([CH3:21])[S:17]([CH3:20])(=[O:19])=[O:18])[C:7]1=[O:26]. Procedure details: A solution of N-[6-(3-chloro-4-fluorobenzyl)-4-methoxy-2-methyl-3,5-dioxo-2,3,5,6,7,8-hexahydro-2,6-naphthyridin-1-yl]-N-methylmethane-sulfonamide (48 mg, 0.11 mmol) in 33% HBr in acetic acid (1 mL) was heated in an oil bath at 50° C. for 15 minutes. The product mixture was concentrated under vacuum, and the residue subject to preparative reverse phase HPLC purification. Collection and lyophilization of appropriate fractions afforded an oil. Trituration of the residual oil with diethyl ether pro... Reactants: CC(C)(C)c1ccc(C=CC(=O)O)cc1, O=C([O-])[O-], COc1ccc(N)cc1OC, CCOC(C)=O, CC(C)=O, O=C(Cl)C(=O)Cl, ClCCl, [K+], [K+], CN(C)C=O, O. Product: COc1ccc(NC(=O)C=Cc2ccc(C(C)(C)C)cc2)cc1OC. Reaction SMILES: [C:1]([CH3:2])([CH3:3])([CH3:4])[c:5]1[cH:6][cH:7][c:8]([CH:9]=[CH:10][C:11](=[O:12])[OH:13])[cH:14][cH:15]1.[C:33](=[O:34])([O-:35])[O-:36].[CH3:22][O:23][c:24]1[cH:25][c:26]([NH2:27])[cH:28][cH:29][c:30]1[O:31][CH3:32].[CH3:39][CH2:40][O:41][C:42]([CH3:43])=[O:44].[CH3:45][C:46](=[O:47])[CH3:48].[Cl:16][C:17]([C:18]([Cl:19])=[O:20])=[O:21].[Cl:55][CH2:56][Cl:57].[K+:37].[K+:38].[O:50]=[CH:51][N:52]([CH3:53])[CH3:54].[OH2:49]>>[C:1]([CH3:2])([CH3:3])([CH3:4])[c:5]1[cH:6][cH:7][c:8]([CH:9]=[CH:10][C:11](=[O:13])[NH:27][c:26]2[cH:25][c:24]([O:23][CH3:22])[c:30]([O:31][CH3:32])[cH:29][cH:28]2)[cH:14][cH:15]1.